Dataset: the Open Reaction Database (ORD), a public repository of structured organic reaction records. Task: describe an organic reaction: reactants, conditions, products, and yield The reactants are C([O-])(O)=O.[Na+] (sodium bicarbonate), C(C)(C)OC(C)C (diisopropyl ether), C(C)(C)(C)OC(=O)CON=C(C(=O)NC1[C@@H]2N(C(=C(CS2)C=C)C(=O)OC(C2=CC=CC=C2)C2=CC=CC=C2)C1=O)C=1N=C(SC1)NC=O (benzhydryl 7-[2-tert-butoxycarbonylmethoxyimino-2-(2-formamidothiazol-4-yl)acetamido]-3-vinyl-3-cephem-4-carboxylate), Cl (hydrochloric acid). The solvent is CO (methanol), O (water). Conditions: time 15 minute. Product: NC=1SC=C(N1)C(C(=O)NC1[C@@H]2N(C(=C(CS2)C=C)C(=O)OC(C2=CC=CC=C2)C2=CC=CC=C2)C1=O)=NOCC(=O)OC(C)(C)C (benzhydryl 7-[2-(2-aminothiazol-4-yl)-2-tert-butoxycarbonylmethoxyiminoacetamido]-3-vinyl-3-cephem-4-carboxylate). Yield: 83.9%. RXN SMILES: [C:1]([O:5][C:6]([CH2:8][O:9][N:10]=[C:11]([C:42]1[N:43]=[C:44]([NH:47]C=O)[S:45][CH:46]=1)[C:12]([NH:14][CH:15]1[C:40](=[O:41])[N:17]2[C:18]([C:24]([O:26][CH:27]([C:34]3[CH:39]=[CH:38][CH:37]=[CH:36][CH:35]=3)[C:28]3[CH:33]=[CH:32][CH:31]=[CH:30][CH:29]=3)=[O:25])=[C:19]([CH:22]=[CH2:23])[CH2:20][S:21][C@H:16]12)=[O:13])=[O:7])([CH3:4])([CH3:3])[CH3:2].Cl.C(=O)(O)[O-].[Na+].C(OC(C)C)(C)C>CO.O>[NH2:47][C:44]1[S:45][CH:46]=[C:42]([C:11](=[N:10][O:9][CH2:8][C:6]([O:5][C:1]([CH3:4])([CH3:3])[CH3:2])=[O:7])[C:12]([NH:14][CH:15]2[C:40](=[O:41])[N:17]3[C:18]([C:24]([O:26][CH:27]([C:28]4[CH:33]=[CH:32][CH:31]=[CH:30][CH:29]=4)[C:34]4[CH:39]=[CH:38][CH:37]=[CH:36][CH:35]=4)=[O:25])=[C:19]([CH:22]=[CH2:23])[CH2:20][S:21][C@H:16]23)=[O:13])[N:43]=1 |f:2.3|. Reported procedure: A mixture of benzhydryl 7-[2-tert-butoxycarbonylmethoxyimino-2-(2-formamidothiazol-4-yl)acetamido]-3-vinyl-3-cephem-4-carboxylate (syn isomer)(19.0 g) and conc. hydrochloric acid (11.6 g) in methanol (380 ml) was stirred at ambient temperature for 15 minutes. After addition of water (200 ml), the reaction mixture was neutralized with sodium bicarbonate, followed by removing the methanol under reduced pressure. The resultant aqueous solution was extracted three times with ethyl acetate, and the c... Reactants: ClCCl, O=C(c1ccc2cccccc1-2)C(F)(F)F. Product: c1ccc2cccc-2cc1. RXN SMILES: [Cl:17][CH2:18][Cl:19].[F:1][C:2]([C:3](=[O:4])[c:7]1[cH:8][cH:9][c:10]2[cH:11][cH:12][cH:13][cH:14][cH:15][c:16]1-2)([F:5])[F:6]>>[cH:7]1[cH:8][cH:9][c:10]2[cH:11][cH:12][cH:13][cH:14][cH:15][c:16]1-2. Starting materials: CC(=O)[O-], CCCCc1c(Cc2ccc(-c3ccccc3C#N)cc2F)c(=O)n(C2CCC(O)CC2)c2ncnn12, Cc1ccccc1, CCOC(=O)C=[N+]=[N-], O, [Rh+]. Product: CCCCc1c(Cc2ccc(-c3ccccc3C#N)cc2F)c(=O)n(C2CCC(OCC(=O)OCC)CC2)c2ncnn12. As a reaction SMILES: [C:54]([O-:55])(=[O:56])[CH3:57].[CH2:1]([CH2:2][CH2:3][CH3:4])[c:5]1[c:6]([CH2:22][c:23]2[c:24]([F:37])[cH:25][c:26](-[c:29]3[c:30]([C:35]#[N:36])[cH:31][cH:32][cH:33][cH:34]3)[cH:27][cH:28]2)[c:7](=[O:21])[n:8]([CH:14]2[CH2:15][CH2:16][CH:17]([OH:20])[CH2:18][CH2:19]2)[c:9]2[n:10]1[n:11][cH:12][n:13]2.[CH3:47][c:48]1[cH:49][cH:50][cH:51][cH:52][cH:53]1.[N+:38](=[N-:39])=[CH:40][C:41](=[O:42])[O:43][CH2:44][CH3:45].[OH2:46].[Rh+:58]>>[CH2:1]([CH2:2][CH2:3][CH3:4])[c:5]1[c:6]([CH2:22][c:23]2[c:24]([F:37])[cH:25][c:26](-[c:29]3[c:30]([C:35]#[N:36])[cH:31][cH:32][cH:33][cH:34]3)[cH:27][cH:28]2)[c:7](=[O:21])[n:8]([CH:14]2[CH2:15][CH2:16][CH:17]([O:20][CH2:40][C:41](=[O:42])[O:43][CH2:44][CH3:45])[CH2:18][CH2:19]2)[c:9]2[n:10]1[n:11][cH:12][n:13]2. The reactants are BrCCCCCCBr (1,6-dibromohexane), FC1=C(C=CC=C1)CCCO (3-(2-fluorophenyl)-1-propanol). Yields the product BrCCCCCCOCCCC1=C(C=CC=C1)F (1-[3-[(6-Bromohexyl)oxy]propyl]-2-fluorobenzene). RXN SMILES: Br[CH2:2][CH2:3][CH2:4][CH2:5][CH2:6][CH2:7][Br:8].[F:9][C:10]1[CH:15]=[CH:14][CH:13]=[CH:12][C:11]=1[CH2:16][CH2:17][CH2:18][OH:19]>>[Br:8][CH2:7][CH2:6][CH2:5][CH2:4][CH2:3][CH2:2][O:19][CH2:18][CH2:17][CH2:16][C:11]1[CH:12]=[CH:13][CH:14]=[CH:15][C:10]=1[F:9]. Reported procedure: (4.71 g), T.l.c. (ER- CX 1:79) Rf 0.22, from 1,6-dibromohexane (14.28 g) and 3-(2-fluorophenyl)-1-propanol (3.0 g). Starting materials: C(#N)C1=CC=C(O1)C(=O)O (5-Cyano-furan-2-carboxylic acid), C(C(=O)Cl)(=O)Cl (oxalyl chloride), CCN(C(C)C)C(C)C (DIEA), CN1CCN(CC1)C1=CC(=C(C=C1)[N+](=O)[O-])N1CCC(CC1)C (1-methyl-4-[3-(4-methyl-piperidin-1-yl)-4-nitro-phenyl]-piperazine). The reagents and catalysts are [Pd] (palladium on carbon). Solvent: CO.ClCCl (MeOH dichloromethane). The product is 5-g, CN1CCN(CC1)C1=CC(=C(C=C1)NC(=O)C=1OC(=CC1)C#N)N1CCC(CC1)C (5-Cyano-furan-2-carboxylic acid [4-(4-methyl-piperazin-1-yl)-2-(4-methyl-piperidin-1-yl)-phenyl]-amide). Yield: 54.0%. Reaction SMILES: [CH3:1][N:2]1[CH2:7][CH2:6][N:5]([C:8]2[CH:13]=[CH:12][C:11]([N+:14]([O-])=O)=[C:10]([N:17]3[CH2:22][CH2:21][CH:20]([CH3:23])[CH2:19][CH2:18]3)[CH:9]=2)[CH2:4][CH2:3]1.[C:24]([C:26]1[O:30][C:29]([C:31](O)=[O:32])=[CH:28][CH:27]=1)#[N:25].C(Cl)(=O)C(Cl)=O.CCN(C(C)C)C(C)C>[Pd].CO.ClCCl>[CH3:1][N:2]1[CH2:7][CH2:6][N:5]([C:8]2[CH:13]=[CH:12][C:11]([NH:14][C:31]([C:29]3[O:30][C:26]([C:24]#[N:25])=[CH:27][CH:28]=3)=[O:32])=[C:10]([N:17]3[CH2:22][CH2:21][CH:20]([CH3:23])[CH2:19][CH2:18]3)[CH:9]=2)[CH2:4][CH2:3]1 |f:5.6|. Procedure: The procedure of Example 4, step (c) was followed using 50.2 mg (0.158 mmol) of 1-methyl-4-[3-(4-methyl-piperidin-1-yl)-4-nitro-phenyl]-piperazine (as prepared in the previous step), 20 mg of 10% palladium on carbon (50% by weight water), 22.8 mg (0.166 mmol) of 5-cyanofuran-2-carboxylic acid (as prepared in Example 1), 29.0 μL (0.332 mmol) of oxalyl chloride, and 57.8 μL (0.332 mmol) of DIEA. Chromatography on a 5-g silica SPE column with 0.5-3% MeOH-dichloromethane afforded 34.8 mg (54%) of th... Starting materials: C(C(C)(C)C)(=O)SC\C(\C(=O)O)=C\C1=CC=CC=C1 ((E)-2-pivaloylthiomethyl-3-phenylpropenoic acid), NCCC(=O)OCC (ethyl β-alaninate). The product is O=C(/C(=C\C1=CC=CC=C1)/CSC(C(C)(C)C)=O)NCCC(=O)OCC (ethyl N-(E)-[1-oxo-2-(pivaloylthiomethyl)-3-phenylpropenyl]-β-alaninate). RXN SMILES: [C:1]([S:7][CH2:8]/[C:9](=[CH:13]/[C:14]1[CH:19]=[CH:18][CH:17]=[CH:16][CH:15]=1)/[C:10]([OH:12])=O)(=[O:6])[C:2]([CH3:5])([CH3:4])[CH3:3].[NH2:20][CH2:21][CH2:22][C:23]([O:25][CH2:26][CH3:27])=[O:24]>>[O:12]=[C:10]([NH:20][CH2:21][CH2:22][C:23]([O:25][CH2:26][CH3:27])=[O:24])/[C:9](/[CH2:8][S:7][C:1](=[O:6])[C:2]([CH3:3])([CH3:4])[CH3:5])=[CH:13]\[C:14]1[CH:19]=[CH:18][CH:17]=[CH:16][CH:15]=1. Procedure: The (E)-2-pivaloylthiomethyl-3-phenylpropenoic acid described in Example 8 (step B) is coupled with ethyl β-alaninate according to the experimental procedure described in Example 1 (step D).